This data is from the Open Reaction Database (ORD), a public repository of structured organic reaction records. The task is: describe an organic reaction: reactants, conditions, products, and yield Yield: 66.7%. Run in O1CCOCC1 (1,4-dioxane). Starting materials: COC(CN1C(N(C2=C(C1=O)C=CN=C2)CC2=CN(C1=CC=CC(=C21)C)C)=O)=O ([1-(1,4-dimethyl-1H-indol-3-ylmethyl)-2,4-dioxo-1,4-dihydro-2H-pyrido[3,4-d]pyrimidin-3-yl]-acetic acid methyl ester), [OH-].[Li+] (lithium hydroxide), Cl (hydrochloric acid), O (water). Reported procedure: To a solution of 70 mg of [1-(1,4-dimethyl-1H-indol-3-ylmethyl)-2,4-dioxo-1,4-dihydro-2H-pyrido[3,4-d]pyrimidin-3-yl]-acetic acid methyl ester in 1,4-dioxane (2.0 mL) is added lithium hydroxide solution (11 mg of lithium hydroxide monohydrate in 0.5 mL of water) at room temperature. The solution is stirred at the same temperature for 5 h. Then 1.0 mL of 1.0 M hydrochloric acid is added along with 50 mL of water. The mixture is extracted with ethyl acetate (3×50 mL) and the organic layers are com... As a reaction SMILES: C[O:2][C:3](=[O:29])[CH2:4][N:5]1[C:10](=[O:11])[C:9]2[CH:12]=[CH:13][N:14]=[CH:15][C:8]=2[N:7]([CH2:16][C:17]2[C:25]3[C:20](=[CH:21][CH:22]=[CH:23][C:24]=3[CH3:26])[N:19]([CH3:27])[CH:18]=2)[C:6]1=[O:28].[OH-].[Li+].Cl.O>O1CCOCC1>[CH3:27][N:19]1[C:20]2[C:25](=[C:24]([CH3:26])[CH:23]=[CH:22][CH:21]=2)[C:17]([CH2:16][N:7]2[C:8]3[CH:15]=[N:14][CH:13]=[CH:12][C:9]=3[C:10](=[O:11])[N:5]([CH2:4][C:3]([OH:29])=[O:2])[C:6]2=[O:28])=[CH:18]1 |f:1.2|. Reaction conditions: time 5 hour. Yields the product CN1C=C(C2=C(C=CC=C12)C)CN1C(N(C(C2=C1C=NC=C2)=O)CC(=O)O)=O ([1-(1,4-dimethyl-1H-indol-3-ylmethyl)-2,4-dioxo-1,4-dihydro-2H-pyrido[3,4-d]pyrimidin-3-yl]-acetic acid).